This data is from the Open Reaction Database (ORD), a public repository of structured organic reaction records. The task is: describe an organic reaction: reactants, conditions, products, and yield Procedure details: To a stirred mixture of 7.97 g of 2-methylaminobenzamide and 200 ml of ether was added dropwise, a solution of 10 g of 3-methylbenzoyl isothiocyanate in ether over 10 minutes. After 48 hours the solid was collected, giving 15.5 g of N-[[[2-aminocarbonyl)phenyl]methylamino]thioxomethyl]-3-methylbenzamide. Starting materials: CC=1C=C(C(=O)N=C=S)C=CC1 (3-methylbenzoyl isothiocyanate), CNC1=C(C(=O)N)C=CC=C1 (2-methylaminobenzamide). RXN SMILES: CNC1C=CC=CC=1C(N)=O.[CH3:12][C:13]1[CH:14]=[C:15]([CH:21]=[CH:22][CH:23]=1)[C:16]([N:18]=C=S)=[O:17]>CCOCC>[CH3:12][C:13]1[CH:14]=[C:15]([CH:21]=[CH:22][CH:23]=1)[C:16]([NH2:18])=[O:17]. Solvent: CCOCC (ether), CCOCC (ether). The product is CC=1C=C(C(=O)N)C=CC1 (3-methylbenzamide). The reactants are CCn1c(=O)n(-c2ccc(O)cc2)c2ncccc21, C[Si](C)(C)CCOCn1c(Cl)nc2ccccc21, [H-], [Na+], CN(C)C=O. Yields the product CCn1c(=O)n(-c2ccc(Oc3nc4ccccc4n3COCC[Si](C)(C)C)cc2)c2ncccc21. Reaction SMILES: [CH2:19]([CH3:20])[n:21]1[c:22](=[O:37])[n:23](-[c:30]2[cH:31][cH:32][c:33]([OH:36])[cH:34][cH:35]2)[c:24]2[n:25][cH:26][cH:27][cH:28][c:29]12.[Cl:1][c:2]1[n:3][c:4]2[c:5]([n:6]1[CH2:7][O:8][CH2:9][CH2:10][Si:11]([CH3:12])([CH3:13])[CH3:14])[cH:15][cH:16][cH:17][cH:18]2.[H-:38].[Na+:39].[O:40]=[CH:41][N:42]([CH3:43])[CH3:44]>>[c:2]1([O:36][c:33]2[cH:32][cH:31][c:30](-[n:23]3[c:22](=[O:37])[n:21]([CH2:19][CH3:20])[c:29]4[c:24]3[n:25][cH:26][cH:27][cH:28]4)[cH:35][cH:34]2)[n:3][c:4]2[c:5]([n:6]1[CH2:7][O:8][CH2:9][CH2:10][Si:11]([CH3:12])([CH3:13])[CH3:14])[cH:15][cH:16][cH:17][cH:18]2. Reaction SMILES: [F:1][C:2]1[CH:3]=[C:4]([CH:8]=[CH:9][C:10]=1[O:11][C:12]1[CH:17]=[CH:16][CH:15]=[CH:14][CH:13]=1)[C:5]([OH:7])=O.ON1C2C=CC=CC=2N=N1.Cl.C(N=C=NCCCN(C)C)C.[Si]([O:47][CH2:48][C:49]1[S:53][C:52]([C:54](=[N:56]O)[NH2:55])=[C:51]([CH2:58][CH3:59])[CH:50]=1)(C(C)(C)C)(C)C.[F-].C([N+](CCCC)(CCCC)CCCC)CCC.O1CCCC1>>[CH2:58]([C:51]1[CH:50]=[C:49]([CH2:48][OH:47])[S:53][C:52]=1[C:54]1[N:56]=[C:5]([C:4]2[CH:8]=[CH:9][C:10]([O:11][C:12]3[CH:17]=[CH:16][CH:15]=[CH:14][CH:13]=3)=[C:2]([F:1])[CH:3]=2)[O:7][N:55]=1)[CH3:59] |f:2.3,5.6|. Procedure details: The crude product of the title compound was synthesized by conducting the similar reaction to that mentioned in Example 12 (12a) using 3-fluoro-4-phenoxybenzoic acid (0.12 g, 0.50 mmol) that was obtained in Example 11 (11e), 1-hydroxybenzotriazole (72 mg, 0.53 mmol), 1-ethyl-3-(3-dimethylaminopropyl)carbodiimide hydrochloride (0.10 g, 0.53 mmol), 5-({[t-butyl(dimethyl)silyl]oxy}methyl)-3-ethyl-N′-hydroxythiophene-2-carboximidamide (0.15 g, 0.48 mmol) that was obtained in Example 10 (10d), and a ... Reactants: ON1N=NC2=C1C=CC=C2 (1-hydroxybenzotriazole), [F-].C(CCC)[N+](CCCC)(CCCC)CCCC (tetrabutylammonium fluoride), Example 11 ( 11e ), Example 10 ( 10d ), O1CCCC1 (tetrahydrofuran), solution, [Si](C)(C)(C(C)(C)C)OCC1=CC(=C(S1)C(N)=NO)CC (5-({[t-butyl(dimethyl)silyl]oxy}methyl)-3-ethyl-N′-hydroxythiophene-2-carboximidamide), Example 12 ( 12a ), FC=1C=C(C(=O)O)C=CC1OC1=CC=CC=C1 (3-fluoro-4-phenoxybenzoic acid), Cl.C(C)N=C=NCCCN(C)C (1-ethyl-3-(3-dimethylaminopropyl)carbodiimide hydrochloride). The product is crude product, C(C)C=1C=C(SC1C1=NOC(=N1)C1=CC(=C(C=C1)OC1=CC=CC=C1)F)CO ({4-Ethyl-5-[5-(3-fluoro-4-phenoxyphenyl)-1,2,4-oxadiazol-3-yl]-2-thienyl}methanol). The reactants are diacid chloride, C(C1=CC(C(=O)O)=CC=C1)(=O)O (isophthalic acid), ClCCl (dichloromethane), C(=O)(Cl)Cl (phosgene), ClCCl (dichloromethane). Run in N1=CC=CC=C1 (pyridine), N1=CC=CC=C1 (pyridine). Product: C(C1=CC(C(=O)OC)=CC=C1)(=O)OC (dimethyl isophthalate), C(C1=CC(C(=O)Cl)=CC=C1)(=O)Cl (isophthaloyl chloride). The yield is 100.0%. Reaction SMILES: [C:1]([OH:12])(=[O:11])[C:2]1[CH:10]=[CH:9][CH:8]=[C:4]([C:5]([OH:7])=O)[CH:3]=1.[Cl:13][CH2:14]Cl.[C:16]([Cl:19])(Cl)=[O:17]>N1C=CC=CC=1>[C:5]([O:17][CH3:16])(=[O:7])[C:4]1[CH:8]=[CH:9][CH:10]=[C:2]([C:1]([O:12][CH3:14])=[O:11])[CH:3]=1.[C:16]([Cl:19])(=[O:17])[C:4]1[CH:8]=[CH:9][CH:10]=[C:2]([C:1]([Cl:13])=[O:12])[CH:3]=1. Procedure: Following the general procedure of Example 9, a slurry of 7.46 parts isophthalic acid in 80 parts dry dichloromethane was added to a mixture of 7.91 parts pyridine and 9.77 parts phosgene in 210 parts dry dichloromethane at 25° to 30° C. The ratio of equivalents of pyridine base/COOH acid group was 1.10. After carrying out the reaction and esterifying the resulting diacid chloride by the procedure described in Example 1 there was obtained a 100% yield of dimethyl isophthalate corresponding to a ... Reactants: [Al+3], COC(=O)c1cc(OCc2ccccc2)nn1-c1ccccc1, [H-], [H-], [H-], [H-], [Li+], C1CCOC1. The product is OCc1cc(OCc2ccccc2)nn1-c1ccccc1. As a reaction SMILES: [Al+3:26].[CH2:1]([c:2]1[cH:3][cH:4][cH:5][cH:6][cH:7]1)[O:8][c:9]1[n:10][n:11](-[c:18]2[cH:19][cH:20][cH:21][cH:22][cH:23]2)[c:12]([C:14](=[O:15])[O:16][CH3:17])[cH:13]1.[H-:24].[H-:27].[H-:28].[H-:29].[Li+:25].[O:30]1[CH2:31][CH2:32][CH2:33][CH2:34]1>>[CH2:1]([c:2]1[cH:3][cH:4][cH:5][cH:6][cH:7]1)[O:8][c:9]1[n:10][n:11](-[c:18]2[cH:19][cH:20][cH:21][cH:22][cH:23]2)[c:12]([CH2:14][OH:15])[cH:13]1. Reactants: C(C1=CC=CC=C1)C1=C(N=C(S1)N)C1=CC=C(C=C1)OC (5-benzyl-4-(4-methoxy-phenyl)-thiazol-2-ylamine), C(#N)C1=CC=C(C(=O)Cl)C=C1 (p-cyanobenzoyl chloride). Product: C(C1=CC=CC=C1)C1=C(N=C(S1)NC(C1=CC=C(C=C1)C#N)=O)C1=CC=C(C=C1)OC (N-[5-benzyl-4-(4-methoxy-phenyl)-thiazol-2-yl]-4-cyano-benzamide). Isolated yield 39.5%. As a reaction SMILES: [CH2:1]([C:8]1[S:12][C:11]([NH2:13])=[N:10][C:9]=1[C:14]1[CH:19]=[CH:18][C:17]([O:20][CH3:21])=[CH:16][CH:15]=1)[C:2]1[CH:7]=[CH:6][CH:5]=[CH:4][CH:3]=1.[C:22]([C:24]1[CH:32]=[CH:31][C:27]([C:28](Cl)=[O:29])=[CH:26][CH:25]=1)#[N:23]>>[CH2:1]([C:8]1[S:12][C:11]([NH:13][C:28](=[O:29])[C:27]2[CH:31]=[CH:32][C:24]([C:22]#[N:23])=[CH:25][CH:26]=2)=[N:10][C:9]=1[C:14]1[CH:15]=[CH:16][C:17]([O:20][CH3:21])=[CH:18][CH:19]=1)[C:2]1[CH:3]=[CH:4][CH:5]=[CH:6][CH:7]=1. Procedure: A procedure similar to that in Example 4 was used. 5-benzyl-4-(4-methoxy-phenyl)-thiazol-2-ylamine prepared in Example 1 and p-cyanobenzoyl chloride prepared in the step 1 were used as starting materials, allowed to react at room temperature overnight, followed by post-treatment to obtain a crude product, which was purified by a silica gel column chromatography eluted with a gradient of petroleum ether and ethyl acetate (20:1-10:1) to obtain a product as a white solid in a yield of 39.5%, mp: 19... The solvent is C(C)O (ethanol). Reaction SMILES: [CH2:1]([N:8]1[CH2:12][CH2:11][C@@H:10](OS(C2C=CC(C)=CC=2)(=O)=O)[CH2:9]1)[C:2]1[CH:7]=[CH:6][CH:5]=[CH:4][CH:3]=1.[NH:24]1[CH2:28][CH2:27][CH2:26][CH2:25]1>C(O)C>[CH2:1]([N:8]1[CH2:12][CH2:11][C@H:10]([N:24]2[CH2:28][CH2:27][CH2:26][CH2:25]2)[CH2:9]1)[C:2]1[CH:3]=[CH:4][CH:5]=[CH:6][CH:7]=1. Procedure details: 2.00 g of (R)-1-benzyl-3-(p-toluenesulfonyloxy)pyrrolidine (J. Med. Chem., 1992, 35, 4205-4208) was dissolved in 12 ml of ethanol, 1.63 g of pyrrolidine was added, and then the mixture was stirred at 140° C. for 20 hours in a sealed tube. The reaction solution was concentrated under reduced pressure, mixed with water, followed by extraction with ethyl acetate, and dried over anhydrous magnesium sulfate, and then the solvent was distilled off under reduced pressure. The residue was purified by si... Starting materials: C(C1=CC=CC=C1)N1C[C@@H](CC1)OS(=O)(=O)C1=CC=C(C=C1)C ((R)-1-benzyl-3-(p-toluenesulfonyloxy)pyrrolidine), N1CCCC1 (pyrrolidine). The product is C(C1=CC=CC=C1)N1C[C@H](CC1)N1CCCC1 ((S)-1-benzyl-3-(1-pyrrolidinyl)pyrrolidine). Yield: 69.8%. Reaction conditions: temperature 140 celsius, time 20 hour.